From a dataset of the Open Reaction Database (ORD), a public repository of structured organic reaction records. describe an organic reaction: reactants, conditions, products, and yield The reactants are C(CC)(=O)C1=CC=CC=C1 (propiophenone), N1CCCCC1 (piperidine). The reagents and catalysts are B(F)(F)F.CCOCC (boron trifluoride etherate). The solvent is C1(=CC=CC=C1)C (toluene). Yields the product C1(=CC=CC=C1)C(=CC)N1CCCCC1 (1-(1-phenyl-1-propenyl) piperidine). Yield: 62.2%. RXN SMILES: [C:1]([C:5]1[CH:10]=[CH:9][CH:8]=[CH:7][CH:6]=1)(=O)[CH2:2][CH3:3].[NH:11]1[CH2:16][CH2:15][CH2:14][CH2:13][CH2:12]1>C1(C)C=CC=CC=1.B(F)(F)F.CCOCC>[C:5]1([C:1]([N:11]2[CH2:16][CH2:15][CH2:14][CH2:13][CH2:12]2)=[CH:2][CH3:3])[CH:10]=[CH:9][CH:8]=[CH:7][CH:6]=1 |f:3.4|. Procedure: In 30 ml of toluene, 2.68 g of propiophenone, 5.30 g of piperidine and 0.14 g of boron trifluoride etherate were dissolved. The mixture was treated in a manner similar to Example 1 to obtain 2.50 g of the desired enamine (yield: 50%). The reactants are BrCC1=C(C#N)C=CC=C1 (2-(bromomethyl)benzonitrile), OC1=C(C=C(C=C1)C)C(C)=O (1-(2-hydroxy-5-methylphenyl)ethanone), C[O-].[Na+] (sodium methoxide), C[O-].[Na+] (sodium methoxide). Solvent: CN(C)C=O (DMF), ClCCl (dichloromethane), CN(C)C=O (DMF), C(C)O (ethanol), CO (methanol). Reaction conditions: temperature 110 celsius, time 30 minute. The product is CC1=C(OC2=C1C=C(C=C2)C)C2=C(C#N)C=CC=C2 (2-(3,5-Dimethyl-2-benzofuranyl)benzonitrile). Yield: 32.3%. Reaction SMILES: [OH:1][C:2]1[CH:7]=[CH:6][C:5]([CH3:8])=[CH:4][C:3]=1[C:9](=O)[CH3:10].C[O-].[Na+].Br[CH2:16][C:17]1[CH:24]=[CH:23][CH:22]=[CH:21][C:18]=1[C:19]#[N:20]>CN(C=O)C.C(O)C.ClCCl.CO>[CH3:10][C:9]1[C:3]2[CH:4]=[C:5]([CH3:8])[CH:6]=[CH:7][C:2]=2[O:1][C:16]=1[C:17]1[CH:24]=[CH:23][CH:22]=[CH:21][C:18]=1[C:19]#[N:20] |f:1.2|. Reported procedure: A solution of 1-(2-hydroxy-5-methylphenyl)ethanone (1 g) in DMF (7 ml) was added to a solution of sodium methoxide (0.39 g) in ethanol (7 ml). After about 10 min a solution of 2-(bromomethyl)benzonitrile (1.3 g) in DMF (7 ml) was added and the solution heated to 110° C. After 2 h further sodium methoxide (0.39 g) was added and heating at 110° C. continued. After a further 30 min, the reaction was cooled to room temperature and the ethanol evaporated. The solution was poured into water/ice (200 m... The reactants are Cl (HCl), crude product, Cl (HCl), BrC1=C2CCC\C(\C2=CC=C1)=N/O ((E)-5-bromo-3,4-dihydronaphthalen-1(2H)-one oxime), CC(C)C[AlH]CC(C)C (DIBAL-H), CCCCCC (hexane), [F-].[Na+] (sodium fluoride). Run in C(Cl)Cl (DCM), O (water). Run at time 2 hour. Product: BrC1=CC=CC=2NCCCCC21 (6-Bromo-2,3,4,5-tetrahydro-1H-benzo[b]azepine). The yield is 46.1%. As a reaction SMILES: [Br:1][C:2]1[CH:11]=[CH:10][CH:9]=[C:8]2[C:3]=1[CH2:4][CH2:5][CH2:6]/[C:7]/2=[N:12]\O.CC(C[AlH]CC(C)C)C.CCCCCC.[F-].[Na+].Cl>C(Cl)Cl.O>[Br:1][C:2]1[C:3]2[CH2:4][CH2:5][CH2:6][CH2:7][NH:12][C:8]=2[CH:9]=[CH:10][CH:11]=1 |f:3.4|. Reported procedure: To a solution of (E)-5-bromo-3,4-dihydronaphthalen-1(2H)-one oxime (1.41 g, 5.87 mmol) in DCM (20 mL) at −10° C. under nitrogen was slowly added a solution of 1.0 M DIBAL-H in hexane (35.2 mL, 35.2 mmol). Upon completion of addition, the reaction mixture was stirred at room temperature for 2 h. After this time, the reaction mixture was cooled to 0° C. and then sodium fluoride (7.40 g, 176 mmol) and water (3.0 mL) were slowly added. The resulting mixture was stirred at 0° C. for 30 min and then C... Starting materials: CCN(CC)S(=O)(=O)c1cncc(Br)c1, C1COCCO1, Cn1c(B(O)O)cc2ccccc21, [K+], [K+], N#N, O=C([O-])[O-], CN(C)C=O, O, c1ccc(P(c2ccccc2)(c2ccccc2)[Pd](P(c2ccccc2)(c2ccccc2)c2ccccc2)(P(c2ccccc2)(c2ccccc2)c2ccccc2)P(c2ccccc2)(c2ccccc2)c2ccccc2)cc1. Product: CCN(CC)S(=O)(=O)c1cncc(-c2cc3ccccc3n2C)c1. RXN SMILES: [Br:14][c:15]1[cH:16][c:17]([S:21](=[O:22])(=[O:23])[N:24]([CH2:25][CH3:26])[CH2:27][CH3:28])[cH:18][n:19][cH:20]1.[CH2:120]1[O:121][CH2:122][CH2:123][O:124][CH2:125]1.[CH3:1][n:2]1[c:3]([B:11]([OH:12])[OH:13])[cH:4][c:5]2[cH:6][cH:7][cH:8][cH:9][c:10]12.[K+:31].[K+:32].[N:29]#[N:30].[O-:33][C:34]([O-:35])=[O:36].[O:115]=[CH:116][N:117]([CH3:118])[CH3:119].[OH2:37].[cH:38]1[cH:39][cH:40][c:41]([P:42]([Pd:43]([P:44]([c:45]2[cH:46][cH:47][cH:48][cH:49][cH:50]2)([c:51]2[cH:52][cH:53][cH:54][cH:55][cH:56]2)[c:57]2[cH:58][cH:59][cH:60][cH:61][cH:62]2)([P:63]([c:64]2[cH:65][cH:66][cH:67][cH:68][cH:69]2)([c:70]2[cH:71][cH:72][cH:73][cH:74][cH:75]2)[c:76]2[cH:77][cH:78][cH:79][cH:80][cH:81]2)[P:82]([c:83]2[cH:84][cH:85][cH:86][cH:87][cH:88]2)([c:89]2[cH:90][cH:91][cH:92][cH:93][cH:94]2)[c:95]2[cH:96][cH:97][cH:98][cH:99][cH:100]2)([c:101]2[cH:102][cH:103][cH:104][cH:105][cH:106]2)[c:107]2[cH:108][cH:109][cH:110][cH:111][cH:112]2)[cH:113][cH:114]1>>[CH3:1][n:2]1[c:3](-[c:15]2[cH:16][c:17]([S:21](=[O:22])(=[O:23])[N:24]([CH2:25][CH3:26])[CH2:27][CH3:28])[cH:18][n:19][cH:20]2)[cH:4][c:5]2[cH:6][cH:7][cH:8][cH:9][c:10]12. Procedure: To a 50 mL round-bottomed flask was added 3,6-dichloropyridazin-4-amine (148 mg, 902 μmol), sodium bis(trimethylsilyl)amide (365 μl, 1805 μmol) and THF (3 mL) at 0° C. The mixture was stirred at 0° C. for 30 min. 4-fluorobenzene-1-sulfonyl chloride (263 mg, 1354 μmol) was then added. The mixture was stirred at 0° C. for 1 hour. The reaction mixture was diluted with satd NH4Cl (10 mL) and extracted with EtOAc (3×30 mL). The combined organic extracts were washed with satd NaCl (5 mL), dried over N... Conditions: temperature 0 celsius, time 30 minute. The yield is 86.7%. As a reaction SMILES: [Cl:1][C:2]1[N:3]=[N:4][C:5]([Cl:9])=[CH:6][C:7]=1[NH2:8].C[Si]([N-][Si](C)(C)C)(C)C.[Na+].C1COCC1.[F:25][C:26]1[CH:31]=[CH:30][C:29]([S:32](Cl)(=[O:34])=[O:33])=[CH:28][CH:27]=1>[NH4+].[Cl-]>[Cl:1][C:2]1[N:3]=[N:4][C:5]([Cl:9])=[CH:6][C:7]=1[NH:8][S:32]([C:29]1[CH:30]=[CH:31][C:26]([F:25])=[CH:27][CH:28]=1)(=[O:34])=[O:33] |f:1.2,5.6|. Starting materials: ClC=1N=NC(=CC1N)Cl (3,6-dichloropyridazin-4-amine), C[Si](C)(C)[N-][Si](C)(C)C.[Na+] (sodium bis(trimethylsilyl)amide), C1CCOC1 (THF), FC1=CC=C(C=C1)S(=O)(=O)Cl (4-fluorobenzene-1-sulfonyl chloride). The solvent is [NH4+].[Cl-] (NH4Cl). Yields the product ClC=1N=NC(=CC1NS(=O)(=O)C1=CC=C(C=C1)F)Cl (N-(3,6-dichloropyridazin-4-yl)-4-fluorobenzenesulfonamide).